From a dataset of the Open Reaction Database (ORD), a public repository of structured organic reaction records. describe an organic reaction: reactants, conditions, products, and yield The reactants are Cn1cc(Br)nc(Nc2ccc(CO)cc2)c1=O, O=C([O-])O, CC1(C)CCCC(C)(C)N1O, ClCCl, [Na+]. Yields the product Cn1cc(Br)nc(Nc2ccc(C=O)cc2)c1=O. Reaction SMILES: [Br:1][c:2]1[n:3][c:4]([NH:10][c:11]2[cH:12][cH:13][c:14]([CH2:17][OH:18])[cH:15][cH:16]2)[c:5](=[O:9])[n:6]([CH3:8])[cH:7]1.[C:30](=[O:31])([OH:32])[O-:33].[CH3:19][C:20]1([CH3:29])[N:21]([O:22])[C:23]([CH3:24])([CH3:25])[CH2:26][CH2:27][CH2:28]1.[Cl:35][CH2:36][Cl:37].[Na+:34]>>[Br:1][c:2]1[n:3][c:4]([NH:10][c:11]2[cH:12][cH:13][c:14]([CH:17]=[O:18])[cH:15][cH:16]2)[c:5](=[O:9])[n:6]([CH3:8])[cH:7]1. The reactants are COCOC1=CC=C(C=C1)C(C#N)CC=1C=NC=CC1 (2-(4-methoxymethyloxyphenyl)-3-(3-pyridyl)propionitrile). Reagents/catalysts: [Ni] (Raney nickel). Solvent: [H][H] (hydrogen), CO (methanol). Yields the product COCOC1=CC=C(C=C1)C(CN)CC=1C=NC=CC1 (2-(4-methoxymethyloxyphenyl)-3-(3-pyridyl)propylamine). Isolated yield 84.6%. As a reaction SMILES: [CH3:1][O:2][CH2:3][O:4][C:5]1[CH:10]=[CH:9][C:8]([CH:11]([CH2:14][C:15]2[CH:16]=[N:17][CH:18]=[CH:19][CH:20]=2)[C:12]#[N:13])=[CH:7][CH:6]=1>[Ni].CO.[H][H]>[CH3:1][O:2][CH2:3][O:4][C:5]1[CH:6]=[CH:7][C:8]([CH:11]([CH2:14][C:15]2[CH:16]=[N:17][CH:18]=[CH:19][CH:20]=2)[CH2:12][NH2:13])=[CH:9][CH:10]=1. Procedure details: An appropriate amount of Raney nickel was suspended in 30 ml of saturated ammonical methanol solution, followed by addition of 3.81 g of 2-(4-methoxymethyloxyphenyl)-3-(3-pyridyl)propionitrile, and stirred for 72 hours in hydrogen atmosphere of 15 atm. The reaction mixture was filtered and the filtrate was concentrated under reduced pressure. The residue obtained was subjected to chromatography on a silica gel column, which was then eluted with aqueous ammonia-methanol-chloroform (1:10:100 v/v),... Starting materials: CN1N=CC(=C1)N (1-methyl-1H-pyrazol-4-amine), ClC1=NC=C(C(=N1)Cl)F (2,4-dichloro-5-fluoropyrimidine), N[C@H]1[C@H]([C@@H]2C=C[C@H]1C2)C(=O)N ((+/−)-(1S,2S,3R,4R)-3-aminobicyclo[2.2.1]hept-5-ene-2-carboxamide), ClC1=NC=C(C(=N1)Cl)Br (2,4-dichloro-5-bromopyrimidine). Reported procedure: The title compound was prepared as described in Example 1, substituting 1-(2-phenylethyl)-1H-pyrazol-4-amine for 1-methyl-1H-pyrazol-4-amine in Example 1B along with substitution of (+)-(1S,2S,3R,4R)-3-aminobicyclo[2.2.1]hept-5-ene-2-carboxamide for (+/−)-(1S,2S,3R,4R)-3-aminobicyclo[2.2.1]hept-5-ene-2-carboxamide and 2,4-dichloro-5-bromopyrimidine for 2,4-dichloro-5-fluoropyrimidine in Example 1A. 1H NMR (300 MHz, DMSO-d6) ppm 1.40 (d, J=8.82 Hz, 1H) 2.10 (d, J=8.48 Hz, 1H) 2.73 (s, 1H) 2.87 (s... Reaction SMILES: [CH3:1][N:2]1[CH:6]=[C:5]([NH2:7])[CH:4]=[N:3]1.[NH2:8][C@@H:9]1[C@@H:14]2[CH2:15][C@@H:11]([CH:12]=[CH:13]2)[C@@H:10]1[C:16]([NH2:18])=[O:17].Cl[C:20]1[N:25]=[C:24](Cl)[C:23]([Br:27])=[CH:22][N:21]=1.ClC1N=[C:33](Cl)[C:32](F)=[CH:31]N=1>>[Br:27][C:23]1[C:22]([NH:8][C@@H:9]2[C@@H:14]3[CH2:15][C@@H:11]([CH:12]=[CH:13]3)[C@@H:10]2[C:16]([NH2:18])=[O:17])=[N:21][C:20]([NH:7][C:5]2[CH:4]=[N:3][N:2]([CH2:1][CH2:33][C:32]3[CH:31]=[CH:11][CH:10]=[CH:9][CH:14]=3)[CH:6]=2)=[N:25][CH:24]=1. Product: BrC=1C(=NC(=NC1)NC=1C=NN(C1)CCC1=CC=CC=C1)N[C@H]1[C@H]([C@@H]2C=C[C@H]1C2)C(=O)N ((1S,2S,3R,4R)-3-[(5-bromo-2-{[1-(2-phenyl ethyl)-1H-pyrazol-4-yl]amino}pyrimidin-4-yl)amino]bicyclo[2.2.1]hept-5-ene-2-carboxamide). Starting materials: O=C1C(C(O)C2CC2)OCCN1Cc1ccccc1, C1CCOC1, CO, CCOC(C)=O, Cl, [Na+], O=C([O-])O. Yields the product OC(C1CC1)C1CN(Cc2ccccc2)CCO1. As a reaction SMILES: [CH2:1]([c:2]1[cH:3][cH:4][cH:5][cH:6][cH:7]1)[N:8]1[C:9](=[O:19])[CH:10]([CH:14]([OH:15])[CH:16]2[CH2:17][CH2:18]2)[O:11][CH2:12][CH2:13]1.[CH2:28]1[O:29][CH2:30][CH2:31][CH2:32]1.[CH3:20][OH:21].[CH3:33][CH2:34][O:35][C:36]([CH3:37])=[O:38].[ClH:22].[Na+:27].[O-:23][C:24]([OH:25])=[O:26]>>[CH2:1]([c:2]1[cH:3][cH:4][cH:5][cH:6][cH:7]1)[N:8]1[CH2:9][CH:10]([CH:14]([OH:15])[CH:16]2[CH2:17][CH2:18]2)[O:11][CH2:12][CH2:13]1. Starting materials: [Br-].C(C(C)C)C(=O)C[P+](C1=CC=CC=C1)(C1=CC=CC=C1)C1=CC=CC=C1 (isobutylcarbonylmethyltriphenylphosphonium bromide), [OH-].[Na+] (NaOH). The solvent is C(Cl)Cl (methylene chloride). Run at time 30 minute. Yields the product C(C(C)C)C(=O)C=P(C1=CC=CC=C1)(C1=CC=CC=C1)C1=CC=CC=C1 (Isobutylcarbonylmethylenetriphenylphosphorane). The yield is 79.2%. RXN SMILES: [Br-].[CH2:2]([C:6]([CH2:8][P+:9]([C:22]1[CH:27]=[CH:26][CH:25]=[CH:24][CH:23]=1)([C:16]1[CH:21]=[CH:20][CH:19]=[CH:18][CH:17]=1)[C:10]1[CH:15]=[CH:14][CH:13]=[CH:12][CH:11]=1)=[O:7])[CH:3]([CH3:5])[CH3:4].[OH-].[Na+]>C(Cl)Cl>[CH2:2]([C:6]([CH:8]=[P:9]([C:22]1[CH:27]=[CH:26][CH:25]=[CH:24][CH:23]=1)([C:16]1[CH:17]=[CH:18][CH:19]=[CH:20][CH:21]=1)[C:10]1[CH:15]=[CH:14][CH:13]=[CH:12][CH:11]=1)=[O:7])[CH:3]([CH3:5])[CH3:4] |f:0.1,2.3|. Procedure: 111.6 g of isobutylcarbonylmethyltriphenylphosphonium bromide in 1500 ml of methylene chloride is mixed with 1500 ml of 2N NaOH and stirred for 30 minutes at room temperature. The organic phase is separated, washed with water and dried on sodium sulfate. After filtration and evaporation of the solvent, the residue is recrystallized in tert-butyl methyl ether. 72.2 g of title compound 1, with a melting point of 120°-121° C., is obtained. By variations of the ketone component in reaction step a), ... Starting materials: [Cl-].[NH4+] (ammonium chloride), [Si](C)(C)(C(C)(C)C)OC1=CC=C(C=C1)NC1=CC=NN1 (N-(4-{[tert-butyl(dimethyl)silyl]oxy}phenyl)-1H-pyrazol-5-amine), N12CCCCCC2=NCCC1 (1,8-diazabicyclo[5.4.0]undec-7-ene), C(#N)C1=C(C=CC=C1)C1=CC=C(C=C1)CC(C(=O)OCC)C(CCC)=O (ethyl 2-[(2′-cyanobiphenyl-4-yl)methyl]-3-oxohexanoate), [F-].C(CCC)[N+](CCCC)(CCCC)CCCC (tetrabutylammonium fluoride). Run in C(C)(=O)OCC (ethyl acetate), CCN(CC)C=1C=CC=CC1 (diethylaniline), O1CCCC1 (tetrahydrofuran). Run at time 1 hour. The product is OC1=CC=C(C=C1)N1C=2N(C(=C(C1=O)CC1=CC=C(C=C1)C=1C(=CC=CC1)C#N)CCC)N=CC2 (4′-{[4-(4-hydroxyphenyl)-5-oxo-7-propyl-4,5-dihydropyrazolo[1,5-a]pyrimidin-6-yl]methyl}biphenyl-2-carbonitrile). Yield: 78.6%. Reaction SMILES: [Si]([O:8][C:9]1[CH:14]=[CH:13][C:12]([NH:15][C:16]2[NH:20][N:19]=[CH:18][CH:17]=2)=[CH:11][CH:10]=1)(C(C)(C)C)(C)C.N12CCCN=C1CCCCC2.[C:32]([C:34]1[CH:39]=[CH:38][CH:37]=[CH:36][C:35]=1[C:40]1[CH:45]=[CH:44][C:43]([CH2:46][CH:47]([C:53](=O)[CH2:54][CH2:55][CH3:56])[C:48](OCC)=[O:49])=[CH:42][CH:41]=1)#[N:33].[F-].C([N+](CCCC)(CCCC)CCCC)CCC.[Cl-].[NH4+]>CCN(C1C=CC=CC=1)CC.C(OCC)(=O)C.O1CCCC1>[OH:8][C:9]1[CH:10]=[CH:11][C:12]([N:15]2[C:48](=[O:49])[C:47]([CH2:46][C:43]3[CH:44]=[CH:45][C:40]([C:35]4[C:34]([C:32]#[N:33])=[CH:39][CH:38]=[CH:37][CH:36]=4)=[CH:41][CH:42]=3)=[C:53]([CH2:54][CH2:55][CH3:56])[N:20]3[N:19]=[CH:18][CH:17]=[C:16]23)=[CH:13][CH:14]=1 |f:3.4,5.6|. Procedure: A solution of N-(4-{[tert-butyl(dimethyl)silyl]oxy}phenyl)-1H-pyrazol-5-amine (2.8 g), 1,8-diazabicyclo[5.4.0]undec-7-ene (0.30 mL) and ethyl 2-[(2′-cyanobiphenyl-4-yl)methyl]-3-oxohexanoate (7.0 g) in diethylaniline (15 mL) was stirred at 180° C. for 8 hr. The mixture was allowed to cool, tetrahydrofuran (5 mL) and tetrabutylammonium fluoride (1.0 M tetrahydrofuran solution, 5 mL) were added, and the mixture was stirred for 1 hr. To the reaction mixture were added ethyl acetate and saturated aq... Starting materials: CC1(C(O1)(C1=CC=C(C=C1)S(=O)(=O)C)OC)C (3,3-dimethyl-2-methoxy-2-(4′-methylsulphonylphenyl)oxirane), C1(CC1)COCC(=O)O (2-(cyclopropylmethoxy)acetic acid). Solvent: C(C)(C)(C)OC (tert-butylmethylether). The product is CC(C(=O)C1=CC=C(C=C1)SC)C (2-methyl-1-(4′-methylthiophenyl)propan-1-one). Reaction SMILES: [CH3:1][C:2]1([CH3:17])[O:4][C:3]1(OC)[C:5]1[CH:10]=[CH:9][C:8]([S:11]([CH3:14])(=O)=O)=[CH:7][CH:6]=1.C1(COCC(O)=O)CC1>C(OC)(C)(C)C>[CH3:1][CH:2]([CH3:17])[C:3]([C:5]1[CH:6]=[CH:7][C:8]([S:11][CH3:14])=[CH:9][CH:10]=1)=[O:4]. Reported procedure: A solution of raw 3,3-dimethyl-2-methoxy-2-(4′-methylsulphonylphenyl)oxirane (3.6 g, 14.1 mmol) and 2-(cyclopropylmethoxy)acetic acid (2.17 g, 16.7 mmol, 1.2 equiv) in anhydrous tert-butylmethylether (10 ml) is stirred at room temperature for 2 days. The reaction mixture is then concentrated in order to supply a yellow solid (5.24 g) containing 65% p/p of [2-methyl-1-(4′-methylsulphonylphenyl)-1-oxo-prop-2-yl] 2-(cyclopropylmethyoxy)acetate. The concatenated yield from the 2-methyl-1-(4′-methylt...